Task: describe an organic reaction: reactants, conditions, products, and yield. Dataset: the Open Reaction Database (ORD), a public repository of structured organic reaction records Reactants: BrC1=CC=CC=2N=C(OC21)SC (7-bromo-2-methylsulfanyl-benzooxazole), ClC1=CC(=CC=C1)C(=O)OO (3-chloroperbenzoic acid), NC1=CC(=C(C(=O)N(C)C)C=C1)C (4-amino-2,N,N-trimethyl-benzamide). The solvent is ClCCl (dichloromethane). Run at time 1 hour. The product is BrC1=CC=CC=2N=C(OC21)NC2=CC(=C(C(=O)N(C)C)C=C2)C (4-(7-Bromo-benzooxazol-2-ylamino)-2,N,N-trimethyl-benzamide). Reaction SMILES: [Br:1][C:2]1[C:10]2[O:9][C:8](SC)=[N:7][C:6]=2[CH:5]=[CH:4][CH:3]=1.ClC1C=CC=C(C(OO)=O)C=1.[NH2:24][C:25]1[CH:35]=[CH:34][C:28]([C:29]([N:31]([CH3:33])[CH3:32])=[O:30])=[C:27]([CH3:36])[CH:26]=1>ClCCl>[Br:1][C:2]1[C:10]2[O:9][C:8]([NH:24][C:25]3[CH:35]=[CH:34][C:28]([C:29]([N:31]([CH3:33])[CH3:32])=[O:30])=[C:27]([CH3:36])[CH:26]=3)=[N:7][C:6]=2[CH:5]=[CH:4][CH:3]=1. Procedure: To a solution of 0.49 g (2.01 mmol) 7-bromo-2-methylsulfanyl-benzooxazole in 30 ml dichloromethane, 3-chloroperbenzoic acid (0.494 g, 2.01 mmol) is added. This mixture is stirred for 1 h at room temperature. Then, 0.325 g (1.82 mmol) 4-amino-2,N,N-trimethyl-benzamide is added and the reaction mixture is heated to 40° C. with stirring continued for 20 h. The reaction mixture is concentrated in vacuo and the residue is purified by chromatography (silicagel, hexane:EtOAc=1:1=>1:4) to afford the tit... Reactants: CCCC=CCC1(C)COc2cc(C(=O)OC)ccc21, CCO, Cl, [Na+], C1CCOC1, [OH-], O. RXN SMILES: [CH3:1][O:2][C:3](=[O:4])[c:5]1[cH:6][c:7]2[c:8]([cH:19][cH:20]1)[C:9]([CH3:12])([CH2:13][CH:14]=[CH:15][CH2:16][CH2:17][CH3:18])[CH2:10][O:11]2.[CH3:23][CH2:24][OH:25].[ClH:26].[Na+:22].[O:27]1[CH2:28][CH2:29][CH2:30][CH2:31]1.[OH-:21].[OH2:32]>>[O:2]=[C:3]([OH:4])[c:5]1[cH:6][c:7]2[c:8]([cH:19][cH:20]1)[C:9]([CH3:12])([CH2:13][CH:14]=[CH:15][CH2:16][CH2:17][CH3:18])[CH2:10][O:11]2. The product is CCCC=CCC1(C)COc2cc(C(=O)O)ccc21. Reactants: O (water), [N+](=O)([O-])C1=CC=C(C=C1)S (4-nitrothiophenol), [OH-].[K+] (potassium hydroxide), Cl.ClCCN(CC)CC (2-chloro-N,N-diethylethanamine hydrochloride). Solvent: CN(C=O)C (dimethylformamide), CN(C=O)C (dimethylformamide). Run at temperature 100 celsius. Yields the product C(C)N(CCSC1=CC=C(C=C1)[N+](=O)[O-])CC (N,N-Diethyl-2-[(4-nitrophenyl)thio]ethaneamine). RXN SMILES: [N+:1]([C:4]1[CH:9]=[CH:8][C:7]([SH:10])=[CH:6][CH:5]=1)([O-:3])=[O:2].[OH-].[K+].Cl.Cl[CH2:15][CH2:16][N:17]([CH2:20][CH3:21])[CH2:18][CH3:19].O>CN(C)C=O>[CH2:16]([N:17]([CH2:20][CH3:21])[CH2:18][CH2:19][S:10][C:7]1[CH:8]=[CH:9][C:4]([N+:1]([O-:3])=[O:2])=[CH:5][CH:6]=1)[CH3:15] |f:1.2,3.4|. Procedure: To a solution of 7.0 g (45 mmol) of 4-nitrothiophenol and 22.5 mL of 4N aqueous potassium hydroxide in 40 mL of dimethylformamide add a solution of 9.53 g (55 mmol) of 2-chloro-N,N-diethylethanamine hydrochloride in 40 mL of dimethylformamide. Heat the reaction mixture for about 3 h at 100° C. After this time, cool the mixture to room temperature and add 150 mL of water. Extract th aqueous mixture with 3×200 mL of methylene chloride. Combine the methylene chloride extracts and extract these with... Reactants: BrC(Br)(Br)Br, ClCCl, OCc1cc(F)ccc1OC(F)(F)c1ccc(-c2ccc(C(F)(F)F)cc2)cc1, c1ccc(P(c2ccccc2)c2ccccc2)cc1. Product: Fc1ccc(OC(F)(F)c2ccc(-c3ccc(C(F)(F)F)cc3)cc2)c(CBr)c1. Reaction SMILES: [Br:49][C:50]([Br:51])([Br:52])[Br:53].[Cl:54][CH2:55][Cl:56].[F:1][C:2]([O:3][c:4]1[c:5]([CH2:11][OH:12])[cH:6][c:7]([F:10])[cH:8][cH:9]1)([c:13]1[cH:14][cH:15][c:16](-[c:19]2[cH:20][cH:21][c:22]([C:25]([F:26])([F:27])[F:28])[cH:23][cH:24]2)[cH:17][cH:18]1)[F:29].[c:30]1([P:31]([c:32]2[cH:33][cH:34][cH:35][cH:36][cH:37]2)[c:38]2[cH:39][cH:40][cH:41][cH:42][cH:43]2)[cH:44][cH:45][cH:46][cH:47][cH:48]1>>[F:1][C:2]([O:3][c:4]1[c:5]([CH2:11][Br:49])[cH:6][c:7]([F:10])[cH:8][cH:9]1)([c:13]1[cH:14][cH:15][c:16](-[c:19]2[cH:20][cH:21][c:22]([C:25]([F:26])([F:27])[F:28])[cH:23][cH:24]2)[cH:17][cH:18]1)[F:29]. Starting materials: ( 23.5 ), C1=CC=CC=C1 (benzene), ClCC(=O)Cl (chloroacetyl chloride), C1=CC=CC=C1 (benzene), ClC1=C(C(=CC=C1)Cl)C1SCCN1 (2(2',6'-dichlorophenyl) thiazolidine). Run in C(C)N(CC)CC (triethylamine). Run at time 30 minute. Yields the product ClC1=C(C(=CC=C1)Cl)C1SCCN1C(CCl)=O (2(2',6'-dichlorophenyl)3-chloroacetyl thiazolidine). As a reaction SMILES: C1C=CC=CC=1.[Cl:7][C:8]1[CH:13]=[CH:12][CH:11]=[C:10]([Cl:14])[C:9]=1[CH:15]1[NH:19][CH2:18][CH2:17][S:16]1.[Cl:20][CH2:21][C:22](Cl)=[O:23]>C(N(CC)CC)C>[Cl:14][C:10]1[CH:11]=[CH:12][CH:13]=[C:8]([Cl:7])[C:9]=1[CH:15]1[N:19]([C:22](=[O:23])[CH2:21][Cl:20])[CH2:18][CH2:17][S:16]1. Reported procedure: Twenty-three and five tenths (23.5) ml. of a benzene solution containing 5.9 g. of 2(2',6'-dichlorophenyl) thiazolidine was combined with 25 ml. of benzene and 2.8 g. of chloroacetyl chloride and the mixture stirred in an ice bath, while 2.6 g. of triethylamine was added dropwise. After standing for about 30 minutes the mixture was washed with water, separated, dried over magnesium sulfate and the benzene stripped off under vacuum. There was obtained a yield of 8 g. of an oil, the title compound... Starting materials: O=C(n1ccnc1)n1ccnc1, C1CCOC1, CN(C)CCCCN, O=C(O)c1ccccc1-c1ccc(CSCCOc2ccccc2)cc1. The product is CN(C)CCCCNC(=O)c1ccccc1-c1ccc(CSCCOc2ccccc2)cc1. As a reaction SMILES: [C:27]([n:28]1[cH:29][cH:30][n:31][cH:32]1)([n:33]1[cH:34][cH:35][n:36][cH:37]1)=[O:38].[CH2:47]1[O:48][CH2:49][CH2:50][CH2:51]1.[CH3:39][N:40]([CH2:41][CH2:42][CH2:43][CH2:44][NH2:45])[CH3:46].[O:1]([c:2]1[cH:3][cH:4][cH:5][cH:6][cH:7]1)[CH2:8][CH2:9][S:10][CH2:11][c:12]1[cH:13][cH:14][c:15](-[c:18]2[c:19]([C:24](=[O:25])[OH:26])[cH:20][cH:21][cH:22][cH:23]2)[cH:16][cH:17]1>>[O:1]([c:2]1[cH:3][cH:4][cH:5][cH:6][cH:7]1)[CH2:8][CH2:9][S:10][CH2:11][c:12]1[cH:13][cH:14][c:15](-[c:18]2[c:19]([C:24](=[O:26])[NH:45][CH2:44][CH2:43][CH2:42][CH2:41][N:40]([CH3:39])[CH3:46])[cH:20][cH:21][cH:22][cH:23]2)[cH:16][cH:17]1.